Dataset: the Open Reaction Database (ORD), a public repository of structured organic reaction records. Task: describe an organic reaction: reactants, conditions, products, and yield Reactants: COc2ccc1ccccc1c2 (substrate), CC2(C)COB(c1ccccc1)OC2 (effective_coupling_partner). The reagents and catalysts are PCy3. Reaction conditions: temperature 80 celsius, time 12 hour. The product is c3ccc(c2ccc1ccccc1c2)cc3.